This data is from the Open Reaction Database (ORD), a public repository of structured organic reaction records. The task is: describe an organic reaction: reactants, conditions, products, and yield Starting materials: N1(CCCC1)C1=NC(=CC(=N1)N1CCNCC1)N1CCCC1 (4-[2,6-Bis(1-pyrrolidinyl)-4-pyrimidinyl]piperazine), C([O-])([O-])=O.[K+].[K+] (potassium carbonate), S(C)(=O)(=O)[O-] (mesylate). Run in C(C)#N (acetonitrile). Yields the product N1(CCCC1)C1=NC(=CC(=N1)N1CCN(CC1)CCN1CCNCC1)N1CCCC1 (4-[2-[4-[2,6-Bis(1-pyrrolidinyl)-4-pyrimidinyl]-1-piperazinyl]ethyl]piperazine). RXN SMILES: [N:1]1([C:6]2[N:11]=[C:10]([N:12]3[CH2:17][CH2:16][NH:15][CH2:14][CH2:13]3)[CH:9]=[C:8]([N:18]3[CH2:22][CH2:21][CH2:20][CH2:19]3)[N:7]=2)[CH2:5][CH2:4][CH2:3][CH2:2]1.C(=O)([O-])[O-].[K+].[K+].S([O-])(=O)(=O)C>C(#N)C>[N:1]1([C:6]2[N:11]=[C:10]([N:12]3[CH2:17][CH2:16][N:15]([CH2:9][CH2:10][N:12]4[CH2:17][CH2:16][NH:15][CH2:14][CH2:13]4)[CH2:14][CH2:13]3)[CH:9]=[C:8]([N:18]3[CH2:19][CH2:20][CH2:21][CH2:22]3)[N:7]=2)[CH2:5][CH2:4][CH2:3][CH2:2]1 |f:1.2.3|. Procedure details: The N-protected 2-hydroxyethylpiperazine (3.0 g), triethylamine (1.42 g) and methylene chloride (30 ml) is cooled to 0° in an ice bath under nitrogen. A mixture of methanesulfonyl chloride (1.64 g) in methylene chloride (30 ml) is added dropwise over 10 min. The cooling bath is removed and the mixture allowed to warm to 20°-25° for 30 min. The mixture is then washed with water (60 ml), dried over sodium sulfate and the solvent removed to give crude mesylate. 4-[2,6-Bis(1-pyrrolidinyl)-4-pyrimidi... The reactants are S1C=CC2=C1CN(CC2)C(CCCCCC2=CC=CC=C2)=O (1-(5,7-dihydro-4H-thieno[2,3-c]pyridin-6-yl)-6-phenylhexan-1-one), CNC (dimethylamine), C=O (formaldehyde), CNC (dimethylamine), C=O (formaldehyde). Run in C(C)(=O)O (acetic acid). Conditions: temperature 100 celsius, time 3 hour. Product: CN(C)CC1=CC2=C(CN(CC2)C(CCCCCC2=CC=CC=C2)=O)S1 (1-(2-dimethylaminomethyl-5,7-dihydro-4H-thieno[2,3-c]pyridin-6-yl)-6-phenylhexan-1-one). Reaction SMILES: [S:1]1[C:5]2[CH2:6][N:7]([C:10](=[O:22])[CH2:11][CH2:12][CH2:13][CH2:14][CH2:15][C:16]3[CH:21]=[CH:20][CH:19]=[CH:18][CH:17]=3)[CH2:8][CH2:9][C:4]=2[CH:3]=[CH:2]1.[CH3:23][NH:24][CH3:25].[CH2:26]=O>C(O)(=O)C>[CH3:23][N:24]([CH2:26][C:2]1[S:1][C:5]2[CH2:6][N:7]([C:10](=[O:22])[CH2:11][CH2:12][CH2:13][CH2:14][CH2:15][C:16]3[CH:17]=[CH:18][CH:19]=[CH:20][CH:21]=3)[CH2:8][CH2:9][C:4]=2[CH:3]=1)[CH3:25]. Procedure details: To a solution of 0.503 g (1.548 mmol) of 1-(5,7-dihydro-4H-thieno[2,3-c]pyridin-6-yl)-6-phenylhexan-1-one in 20 ml of acetic acid, 0.17 g (1.9 mmol) of 50% aqueous dimethylamine and 0.15 g (1.9 mmol) of 37% aqueous formaldehyde were added, followed by stirring at 100° C. for 3 hours. Additionally, 0.5 g (5.5 mmol) of 50% aqueous dimethylamine and 0.5 g (6.2 mmol) of 37% aqueous formaldehyde were added, followed by stirring at 100° C. for 6 hours. After the solvent was distilled off under reduced... The reactants are COC(=O)NCc1cc(CBr)ccc1Cl, CCOC(C)=O, CN(C)C=O, N#C[Na], O. Yields the product COC(=O)NCc1cc(CC#N)ccc1Cl. RXN SMILES: [Br:1][CH2:2][c:3]1[cH:4][cH:5][c:6]([Cl:15])[c:7]([CH2:8][NH:9][C:10]([O:11][CH3:12])=[O:13])[cH:14]1.[CH3:20][CH2:21][O:22][C:23](=[O:24])[CH3:25].[CH3:26][N:27]([CH3:28])[CH:29]=[O:30].[Na:16][C:17]#[N:18].[OH2:19]>>[CH2:2]([c:3]1[cH:4][cH:5][c:6]([Cl:15])[c:7]([CH2:8][NH:9][C:10]([O:11][CH3:12])=[O:13])[cH:14]1)[C:17]#[N:18].